From a dataset of the Open Reaction Database (ORD), a public repository of structured organic reaction records. describe an organic reaction: reactants, conditions, products, and yield The reactants are NCC(=O)N[C@H](CC1CCCCC1)C(=O)O (Glycyl-3-cyclohexyl-D-alanine), [Si](C)(C)(C(C)(C)C)O[C@@H](CS[C@@H]1[C@H](N(C1=O)C1=CC=C(C=C1)C#CCNS(=O)(=O)C)C1=CC=C(OCC(=O)O)C=C1)C1=CC=C(C=C1)F ({4-[(2R,3R)-3-{[(2R)-2-{[tert-butyl(dimethyl)silyl]oxy}-2-(4-fluorophenyl)ethyl]thio}-(4-{3-[(methylsulfonyl)amino]prop-1-yn-1-yl}phenyl)-4-oxoazetidin-2-yl]phenoxy}acetic acid), CN(C)C(=[N+](C)C)ON1C2=C(C=CC=C2)N=N1.[B-](F)(F)(F)F (TBTU), CN1CCOCC1 (N-methylmorpholine). Solvent: CN(C)C=O (DMF). Conditions: temperature 30 celsius, time 5 minute. Product: [Si](C)(C)(C(C)(C)C)O[C@@H](CS[C@@H]1[C@H](N(C1=O)C1=CC=C(C=C1)C#CCNS(=O)(=O)C)C1=CC=C(OCC(=O)NCC(=O)N[C@H](CC2CCCCC2)C(=O)O)C=C1)C1=CC=C(C=C1)F (N-({4-[(2R,3R)-3-{[(2R)-2-{[tert-butyl(dimethyl)silyl]oxy}-2-(4-fluorophenyl)ethyl]thio}-1-(4-{3-[(methylsulfonyl)amino]prop-1-yn-1-yl}phenyl)-4-oxoazetidin-2-yl]phenoxy}acetyl)glycyl-3-cyclohexyl-D-alanine). Reaction SMILES: [Si:1]([O:8][C@H:9]([C:42]1[CH:47]=[CH:46][C:45]([F:48])=[CH:44][CH:43]=1)[CH2:10][S:11][C@H:12]1[C:15](=[O:16])[N:14]([C:17]2[CH:22]=[CH:21][C:20]([C:23]#[C:24][CH2:25][NH:26][S:27]([CH3:30])(=[O:29])=[O:28])=[CH:19][CH:18]=2)[C@@H:13]1[C:31]1[CH:41]=[CH:40][C:34]([O:35][CH2:36][C:37](O)=[O:38])=[CH:33][CH:32]=1)([C:4]([CH3:7])([CH3:6])[CH3:5])([CH3:3])[CH3:2].CN1CCOCC1.CN(C(ON1N=NC2C=CC=CC1=2)=[N+](C)C)C.[B-](F)(F)(F)F.[NH2:78][CH2:79][C:80]([NH:82][C@@H:83]([C:91]([OH:93])=[O:92])[CH2:84][CH:85]1[CH2:90][CH2:89][CH2:88][CH2:87][CH2:86]1)=[O:81]>CN(C=O)C>[Si:1]([O:8][C@H:9]([C:42]1[CH:47]=[CH:46][C:45]([F:48])=[CH:44][CH:43]=1)[CH2:10][S:11][C@H:12]1[C:15](=[O:16])[N:14]([C:17]2[CH:18]=[CH:19][C:20]([C:23]#[C:24][CH2:25][NH:26][S:27]([CH3:30])(=[O:29])=[O:28])=[CH:21][CH:22]=2)[C@@H:13]1[C:31]1[CH:32]=[CH:33][C:34]([O:35][CH2:36][C:37]([NH:78][CH2:79][C:80]([NH:82][C@@H:83]([C:91]([OH:93])=[O:92])[CH2:84][CH:85]2[CH2:90][CH2:89][CH2:88][CH2:87][CH2:86]2)=[O:81])=[O:38])=[CH:40][CH:41]=1)([C:4]([CH3:7])([CH3:5])[CH3:6])([CH3:2])[CH3:3] |f:2.3|. Reported procedure: {4-[(2R,3R)-3-{[(2R)-2-{[tert-butyl(dimethyl)silyl]oxy}-2-(4-fluorophenyl)ethyl]thio}-(4-{3-[(methylsulfonyl)amino]prop-1-yn-1-yl}phenyl)-4-oxoazetidin-2-yl]phenoxy}acetic acid (Method 8) (25.1 mg, 0.040 mmol) was dissolved in DMF (1 ml, dry). N-methylmorpholine (13 μl, 121 mmol) was added and the reaction mixture was stirred at 30° C. for five minutes. TBTU (20.1 mg, 0.063 mmol) was added and the reaction mixture was stirred at 30° C. for 1 hour. Glycyl-3-cyclohexyl-D-alanine (12.5 mg, 0.055 mm... The reactants are BrC=1C=CC(=C(C=O)C1)F (5-bromo-2-fluorobenzaldehyde), C(CS)(=O)OC (methyl thioglycolate), C(=O)([O-])[O-].[Na+].[Na+] (Na2CO3). The solvent is CO (methanol), [Cl-].[Na+].O (brine). Product: BrC=1C=CC2=C(C=C(S2)C(=O)OC)C1 (methyl 5-bromo-1-benzothiophene-2-carboxylate). As a reaction SMILES: [Br:1][C:2]1[CH:3]=[CH:4][C:5](F)=[C:6]([CH:9]=1)[CH:7]=O.[C:11]([O:15][CH3:16])(=[O:14])[CH2:12][SH:13].C([O-])([O-])=O.[Na+].[Na+]>CO.[Cl-].[Na+].O>[Br:1][C:2]1[CH:3]=[CH:4][C:5]2[S:13][C:12]([C:11]([O:15][CH3:16])=[O:14])=[CH:7][C:6]=2[CH:9]=1 |f:2.3.4,6.7.8|. Procedure: A solution of 5-bromo-2-fluorobenzaldehyde (6 g, 29.6 mmol), methyl thioglycolate (2.64 mL, 29.6 mmol), and Na2CO3 (3.14 g, 29.6 mmol) in methanol was heated to reflux for 1 hour, poured into brine, and extracted with ethyl acetate (3×). The combined extracts were washed with brine and filtered through silica gel to provide the desired product. MS (ESI(−)) m/e 270 (M−H)−.